describe an organic reaction: reactants, conditions, products, and yield From a dataset of the Open Reaction Database (ORD), a public repository of structured organic reaction records. Reaction SMILES: [C:1]([O:2][C:3](=[O:4])[NH:7][c:8]1[c:9]([NH:21][C:22]([CH2:23][C:24](=[O:5])[c:25]2[cH:26][c:27](-[n:31]3[cH:32][n:33][n:34][cH:35]3)[cH:28][cH:29][cH:30]2)=[O:37])[cH:10][c:11]([C:17]([F:18])([F:19])[F:20])[c:12]([N:14]([CH3:15])[CH3:16])[cH:13]1)([CH3:6])([CH3:36])[CH3:38].[Cl:46][CH2:47][Cl:48].[F:39][C:40]([F:41])([F:42])[C:43]([OH:44])=[O:45]>>[N:7]1=[C:24]([c:25]2[cH:26][c:27](-[n:31]3[cH:32][n:33][n:34][cH:35]3)[cH:28][cH:29][cH:30]2)[CH2:23][C:22](=[O:37])[NH:21][c:9]2[c:8]1[cH:13][c:12]([N:14]([CH3:15])[CH3:16])[c:11]([C:17]([F:18])([F:19])[F:20])[cH:10]2. The reactants are CN(C)c1cc(NC(=O)OC(C)(C)C)c(NC(=O)CC(=O)c2cccc(-n3cnnc3)c2)cc1C(F)(F)F, ClCCl, O=C(O)C(F)(F)F. Yields the product CN(C)c1cc2c(cc1C(F)(F)F)NC(=O)CC(c1cccc(-n3cnnc3)c1)=N2.